describe an organic reaction: reactants, conditions, products, and yield From a dataset of the Open Reaction Database (ORD), a public repository of structured organic reaction records. Reactants: Cc1nc(C(=O)Nc2cc(Br)cc3[nH]ncc23)cs1, O=C([O-])[O-], C1COCCO1, CS(=O)(=O)c1cncc(B(O)O)c1, CO, [K+], [K+], O. Yields the product Cc1nc(C(=O)Nc2cc(-c3cncc(S(C)(=O)=O)c3)cc3[nH]ncc23)cs1. As a reaction SMILES: [Br:14][c:15]1[cH:16][c:17]([NH:24][C:25](=[O:26])[c:27]2[n:28][c:29]([CH3:32])[s:30][cH:31]2)[c:18]2[cH:19][n:20][nH:21][c:22]2[cH:23]1.[C:33](=[O:34])([O-:35])[O-:36].[CH2:39]1[O:40][CH2:41][CH2:42][O:43][CH2:44]1.[CH3:1][S:2](=[O:3])(=[O:4])[c:5]1[cH:6][c:7]([B:11]([OH:12])[OH:13])[cH:8][n:9][cH:10]1.[CH3:46][OH:47].[K+:37].[K+:38].[OH2:45]>>[CH3:1][S:2](=[O:3])(=[O:4])[c:5]1[cH:6][c:7](-[c:15]2[cH:16][c:17]([NH:24][C:25](=[O:26])[c:27]3[n:28][c:29]([CH3:32])[s:30][cH:31]3)[c:18]3[cH:19][n:20][nH:21][c:22]3[cH:23]2)[cH:8][n:9][cH:10]1. Starting materials: ClC=1C=C(C=CC1Cl)[N+](=O)[O-] (3,4-dichloro-nitrobenzene). Solvent: C1(=CC=CC=C1)C (toluene). Product: ClC=1C=C(N)C=CC1Cl (3,4-dichloroaniline). Yield: 96.5%. RXN SMILES: [Cl:1][C:2]1[CH:3]=[C:4]([N+:9]([O-])=O)[CH:5]=[CH:6][C:7]=1[Cl:8]>C1(C)C=CC=CC=1>[Cl:1][C:2]1[CH:3]=[C:4]([CH:5]=[CH:6][C:7]=1[Cl:8])[NH2:9]. Reported procedure: 22.1 g of 3,4-dichloro-nitrobenzene and 70 g of toluene are placed in an agitator autoclave, and the catalyst suspension is flushed in with 4 g of water. Hydrogenation subsequently takes place at a temperature of 100° C. and at a hydrogen pressure of 5 bar. When the hydrogen uptake is complete, the autoclave is cooled and rendered inert with nitrogen. The catalyst is filtered off and washed with toluene. After working up by distillation, 18.0 g of 3,4-dichloroaniline (yield 96.8% of theory) are ... Yields the product COC(=O)Cc1c(C)n(S(=O)(=O)c2ccc(F)c(C#N)c2)c2ncccc12. RXN SMILES: [C:16](#[N:17])[c:18]1[cH:19][c:20]([S:25](=[O:26])(=[O:27])[Cl:28])[cH:21][cH:22][c:23]1[F:24].[CH3:1][O:2][C:3]([CH2:4][c:5]1[c:6]([CH3:14])[nH:7][c:8]2[n:9][cH:10][cH:11][cH:12][c:13]12)=[O:15].[O:29]=[CH:30][N:31]([CH3:32])[CH3:33]>>[CH3:1][O:2][C:3]([CH2:4][c:5]1[c:6]([CH3:14])[n:7]([S:25]([c:20]2[cH:19][c:18]([C:16]#[N:17])[c:23]([F:24])[cH:22][cH:21]2)(=[O:26])=[O:27])[c:8]2[n:9][cH:10][cH:11][cH:12][c:13]12)=[O:15]. Reactants: N#Cc1cc(S(=O)(=O)Cl)ccc1F, COC(=O)Cc1c(C)[nH]c2ncccc12, CN(C)C=O. Yields the product O=C1CN(C2CNC2)CCN1. Reactants: CC(C)(C)OC(=O)N1CC(N2CCNC(=O)C2)C1, ClCCl, O=C(O)C(F)(F)F. RXN SMILES: [C:1]([O:2][C:3](=[O:4])[N:8]1[CH2:9][CH:10]([N:12]2[CH2:13][C:14](=[O:18])[NH:15][CH2:16][CH2:17]2)[CH2:11]1)([CH3:5])([CH3:6])[CH3:7].[Cl:26][CH2:27][Cl:28].[F:19][C:20]([F:21])([F:22])[C:23]([OH:24])=[O:25]>>[NH:8]1[CH2:9][CH:10]([N:12]2[CH2:13][C:14](=[O:18])[NH:15][CH2:16][CH2:17]2)[CH2:11]1. The reactants are BrC1=C(C=NN1C(C)(C)C)C=1SC=C(N1)CC(=O)NCC1CCOCC1 (2-[2-(5-bromo-1-tert-butyl-1H-pyrazol-4-yl)thiazol-4-yl]-N-[(tetrahydro-2H-pyran-4-yl)methyl]acetamide), ClC1=CC=C(C=C1)B(O)O (4-chlorophenylboronic acid), C([O-])([O-])=O.[K+].[K+] (potassium carbonate), bis[di-tert-butyl(4-dimethylaminophenyl)phosphine]dichloropalladium(II). The solvent is COCCOC (1,2-dimethoxyethane), O (water), O (water). The product is C(C)(C)(C)N1N=CC(=C1C1=CC=C(C=C1)Cl)C=1SC=C(N1)CC(=O)NCC1CCOCC1 (2-{2-[1-tert-butyl-5-(4-chlorophenyl)-1H-pyrazol-4-yl]-1,3-thiazol-4-yl}-N-(tetrahydro-2H-pyran-4-ylmethyl)acetamide). Yield: 38.0%. RXN SMILES: Br[C:2]1[N:6]([C:7]([CH3:10])([CH3:9])[CH3:8])[N:5]=[CH:4][C:3]=1[C:11]1[S:12][CH:13]=[C:14]([CH2:16][C:17]([NH:19][CH2:20][CH:21]2[CH2:26][CH2:25][O:24][CH2:23][CH2:22]2)=[O:18])[N:15]=1.[Cl:27][C:28]1[CH:33]=[CH:32][C:31](B(O)O)=[CH:30][CH:29]=1.C(=O)([O-])[O-].[K+].[K+]>COCCOC.O>[C:7]([N:6]1[C:2]([C:31]2[CH:32]=[CH:33][C:28]([Cl:27])=[CH:29][CH:30]=2)=[C:3]([C:11]2[S:12][CH:13]=[C:14]([CH2:16][C:17]([NH:19][CH2:20][CH:21]3[CH2:26][CH2:25][O:24][CH2:23][CH2:22]3)=[O:18])[N:15]=2)[CH:4]=[N:5]1)([CH3:10])([CH3:9])[CH3:8] |f:2.3.4|. Procedure details: A mixed solution of 2-[2-(5-bromo-1-tert-butyl-1H-pyrazol-4-yl)thiazol-4-yl]-N-[(tetrahydro-2H-pyran-4-yl)methyl]acetamide (44.1 mg, 100 μmol), 4-chlorophenylboronic acid (15.6 mg, 100 μmol), potassium carbonate (27.6 mg, 200 μmol) and bis[di-tert-butyl(4-dimethylaminophenyl)phosphine]dichloropalladium(II) (7.08 mg, 10.00 μmol) in 1,2-dimethoxyethane (0.5 mL) and water (0.5 mL) was stirred at 150° C. for 30 min under ultrasonic irradiation. To the reaction solution was added water (1 mL), the mi... Reactants: O=C1C=2C=CC=CC2C(C2=C1N=C(S2)C=2OC=CC2)=O (4,9-dihydro-4,9-dioxo-2-(furan-2-yl)naphtho[2,3-d]thiazole), [N+](=O)(O)[O-] (nitric acid). The solvent is S(O)(O)(=O)=O (sulfuric acid). Product: O=C1C=2C=CC=CC2C(C2=C1N=C(S2)C=2OC(=CC2)[N+](=O)[O-])=O (4,9-dihydro-4,9-dioxo-2-(5-nitro-furan-2-yl)naphtho-[2,3-d]thiazole). The yield is 34.0%. Reaction SMILES: [O:1]=[C:2]1[C:11]2[N:12]=[C:13]([C:15]3[O:16][CH:17]=[CH:18][CH:19]=3)[S:14][C:10]=2[C:9](=[O:20])[C:8]2[CH:7]=[CH:6][CH:5]=[CH:4][C:3]1=2.[N+:21]([O-])([OH:23])=[O:22]>S(=O)(=O)(O)O>[O:1]=[C:2]1[C:11]2[N:12]=[C:13]([C:15]3[O:16][C:17]([N+:21]([O-:23])=[O:22])=[CH:18][CH:19]=3)[S:14][C:10]=2[C:9](=[O:20])[C:8]2[CH:7]=[CH:6][CH:5]=[CH:4][C:3]1=2. Reported procedure: To 5 g (17.8 mmol) of 4,9-dihydro-4,9-dioxo-2-(furan-2-yl)naphtho[2,3-d]thiazole, one adds 20 mL of fuming nitric acid and 20 mL of concentrated sulfuric acid at room temperature. The reaction mixture is heated to reflux for 72 h; the precipitate formed is filtered through fritted glass, washed with water, and rinsed with ether. The dark yellow powder obtained is recrystallized in DMF after color removal with animal black. In this manner, 2 g of 4,9-dihydro-4,9-dioxo-2-(5-nitro-furan-2-yl)naphth... The product is CC=1C=C2C(=CNC2=CC1)/C=C/C(=O)O ((E)-3-(5-methyl-1H-indol-3-yl)acrylic acid). Conditions: temperature 50 celsius, time 12 hour. The solvent is mixture, C1CCOC1.CO.O (THF methanol H2O). RXN SMILES: C([O:3][C:4](=[O:17])/[CH:5]=[CH:6]/[C:7]1[C:15]2[C:10](=[CH:11][CH:12]=[C:13]([CH3:16])[CH:14]=2)[NH:9][CH:8]=1)C.[OH-].[Na+]>C1COCC1.CO.O>[CH3:16][C:13]1[CH:14]=[C:15]2[C:10](=[CH:11][CH:12]=1)[NH:9][CH:8]=[C:7]2/[CH:6]=[CH:5]/[C:4]([OH:17])=[O:3] |f:1.2,3.4.5|. Reactants: C(C)OC(\C=C\C1=CNC2=CC=C(C=C12)C)=O ((E)-ethyl-3-(5-methyl-1H-indol-3-yl)acrylate), [OH-].[Na+] (NaOH). Procedure: (E)-ethyl-3-(5-methyl-1H-indol-3-yl)acrylate (1222.4 g, 5.33 mmol) prepared at Step 1 was dissolved in 32 ml of mixture solution (THF/methanol/H2O=2:1:1), after which NaOH acqueous solution (639.8 mg, 16.0 mmol) was added. After raising temperature to 50° C., stirring for 12 hr, neutralization with 10% hydrochoric acid to pH 4, and dilution with EtOAc, washing with water and brine, drying with anhydrous MgSO4, and concentration under reduced pressure followed. The concentrated residue was refine... The reactants are IC1=C(C=CC=C1)C(C)(C)OC1OCCCC1 (2-(2-(2-iodophenyl)-2-propoxy)tetrahydropyran), ClC1=CC=C2C=CC(=NC2=C1)C=CC=1C=C(C=CC1)C(CC=C)O (1-(3-(2-(7-chloro-2-quinolinyl)ethenyl)phenyl)-3-buten-1-ol). Product: ClC1=CC=C2C=CC(=NC2=C1)C=CC=1C=C(C=CC1)C(CCCC1=C(C=CC=C1)C(C)(C)OC1OCCCC1)=O (1-(3-(2-(7-chloro-2-quinolinyl)ethenyl)phenyl)-4-(2-(2-(2-tetrahydropyranyloxy)-2-propyl)phenyl)-1-butanone), ClC1=CC=C2C=CC(=NC2=C1)C=CC=1C=C(C=CC1)C(CCCC1=C(C=CC=C1)C(C)(C)O)=O (2-(2-(4-(3-(2-(7-chloro-2-quinolinyl)ethenyl)phenyl)-4-oxobutyl)phenyl)-2-propanol). Procedure: Using the procedure of Example 80, Step 2, the iodide of Step 2 (2.69 g, 7.78 mmol) was coupled with the homoallylic alcohol of Step 1 (2.11 g, 7.0 mmol) at 100° C. for 4 hours to afford 1.50 g of the title compound and 1.04 g of 2-(2-(4-(3-(2-(7-chloro-2-quinolinyl)ethenyl)phenyl)-4-oxobutyl)phenyl)-2-propanol, which can be converted to the title product using the procedure of Step 2. As a reaction SMILES: I[C:2]1[CH:7]=[CH:6][CH:5]=[CH:4][C:3]=1[C:8]([O:11][CH:12]1[CH2:17][CH2:16][CH2:15][CH2:14][O:13]1)([CH3:10])[CH3:9].[Cl:18][C:19]1[CH:28]=[C:27]2[C:22]([CH:23]=[CH:24][C:25]([CH:29]=[CH:30][C:31]3[CH:32]=[C:33]([CH:37]([OH:41])[CH2:38][CH:39]=[CH2:40])[CH:34]=[CH:35][CH:36]=3)=[N:26]2)=[CH:21][CH:20]=1>>[Cl:18][C:19]1[CH:28]=[C:27]2[C:22]([CH:23]=[CH:24][C:25]([CH:29]=[CH:30][C:31]3[CH:32]=[C:33]([C:37](=[O:41])[CH2:38][CH2:39][CH2:40][C:2]4[CH:7]=[CH:6][CH:5]=[CH:4][C:3]=4[C:8]([O:11][CH:12]4[CH2:17][CH2:16][CH2:15][CH2:14][O:13]4)([CH3:10])[CH3:9])[CH:34]=[CH:35][CH:36]=3)=[N:26]2)=[CH:21][CH:20]=1.[Cl:18][C:19]1[CH:28]=[C:27]2[C:22]([CH:23]=[CH:24][C:25]([CH:29]=[CH:30][C:31]3[CH:32]=[C:33]([C:37](=[O:41])[CH2:38][CH2:39][CH2:40][C:2]4[CH:7]=[CH:6][CH:5]=[CH:4][C:3]=4[C:8]([OH:11])([CH3:9])[CH3:10])[CH:34]=[CH:35][CH:36]=3)=[N:26]2)=[CH:21][CH:20]=1.